From a dataset of the Open Reaction Database (ORD), a public repository of structured organic reaction records. describe an organic reaction: reactants, conditions, products, and yield Starting materials: IC=1C=C2C(=C(C(=NC2=CC1)C)S(=O)(=O)C)O (6-Iodo-3-methanesulfonyl-2-methyl-quinolin-4-ol), CN(C1=CC=C(C=C1)C)C (N,N-dimethyl-p-toluidine), P(=O)(Cl)(Cl)Cl (phosphorous oxychloride). The solvent is C1(=CC=CC=C1)C (toluene). Conditions: time 9.5 hour. The product is ClC1=C(C(=NC2=CC=C(C=C12)I)C)S(=O)(=O)C (4-Chloro-6-iodo-3-methanesulfonyl-2-methyl-quinoline). The yield is 77.6%. RXN SMILES: [I:1][C:2]1[CH:3]=[C:4]2[C:9](=[CH:10][CH:11]=1)[N:8]=[C:7]([CH3:12])[C:6]([S:13]([CH3:16])(=[O:15])=[O:14])=[C:5]2O.CN(C)C1C=CC(C)=CC=1.P(Cl)(Cl)([Cl:30])=O>C1(C)C=CC=CC=1>[Cl:30][C:5]1[C:4]2[C:9](=[CH:10][CH:11]=[C:2]([I:1])[CH:3]=2)[N:8]=[C:7]([CH3:12])[C:6]=1[S:13]([CH3:16])(=[O:15])=[O:14]. Procedure details: 6-Iodo-3-methanesulfonyl-2-methyl-quinolin-4-ol (example C.2) (14.7 g, 40.5 mmol) and N,N-dimethyl-p-toluidine (11.7 mL, 81 mmol) were dissolved in toluene (150 mL) and heated under argon to reflux. Then phosphorous oxychloride (4.1 mL, 44.5 mmol) was added and heating at reflux continued for 9.5 h. The thick suspension became gradually a dark solution. The reaction mixture was allowed to cool and then extracted with dichloromethane (not soluble in toluene), cold 1 N HCl (2×), and sat. NaCl (2×)...